Dataset: the Open Reaction Database (ORD), a public repository of structured organic reaction records. Task: describe an organic reaction: reactants, conditions, products, and yield Reactants: C(CCC)[Li] (n-Butyllithium), BrC=1SC=C(N1)Br (2,4-dibromothiazole), O=C1CCN(CC1)C(=O)OC(C)(C)C (tert-butyl 4-oxopiperidine-1-carboxylate). Run in ClCCl (dichloromethane). Conditions: temperature -78 celsius, time 20 minute. Yields the product BrC=1N=C(SC1)C1(CCN(CC1)C(=O)OC(C)(C)C)O (tert-butyl 4-(4-bromothiazol-2-yl)-4-hydroxypiperidine-1-carboxylate). Yield: 94.8%. As a reaction SMILES: C([Li])CCC.Br[C:7]1[S:8][CH:9]=[C:10]([Br:12])[N:11]=1.[O:13]=[C:14]1[CH2:19][CH2:18][N:17]([C:20]([O:22][C:23]([CH3:26])([CH3:25])[CH3:24])=[O:21])[CH2:16][CH2:15]1>ClCCl>[Br:12][C:10]1[N:11]=[C:7]([C:14]2([OH:13])[CH2:15][CH2:16][N:17]([C:20]([O:22][C:23]([CH3:25])([CH3:24])[CH3:26])=[O:21])[CH2:18][CH2:19]2)[S:8][CH:9]=1. Reported procedure: n-Butyllithium (1.6 M in hexanes, 1.48 mL, 2.37 mmol) was added dropwise to a −78° C. solution of 2,4-dibromothiazole (0.524 g, 2.16 mmol) in dichloromethane (11 mL). The mixture stirred at −78° C. for 20 minutes, and then tert-butyl 4-oxopiperidine-1-carboxylate (0.516 g, 2.59 mmol) was added in 8 portions. The reaction mixture stirred at −78° C. for 10 minutes. The cooling bath was removed, and the reaction was allowed to warm to rt over 1 h. The reaction mixture was cooled to −30° C. and was ... The reactants are OC(CCCCCCCC=CCCCCC(=O)O)C (15-hydroxy-6-hexadecenoic acid), OC(CCCCCCC=CCCCCC(=O)O)CC (14-hydroxy-6-hexadecenoic acid), OC(CCCCCC=CCCCCC(=O)O)CCC (13-hydroxy-6-hexadecenoic acid). Product: C(CCCC\C=C/CCCCCCCCC)(=O)O (cis-6-hexadecenoic Acid). As a reaction SMILES: O[CH:2]([CH3:19])[CH2:3][CH2:4][CH2:5][CH2:6][CH2:7][CH2:8][CH2:9][CH:10]=[CH:11][CH2:12][CH2:13][CH2:14][CH2:15][C:16]([OH:18])=[O:17].OC(CC)CCCCCCC=CCCCCC(O)=O.OC(CCC)CCCCCC=CCCCCC(O)=O>>[C:16]([OH:18])(=[O:17])[CH2:15][CH2:14][CH2:13][CH2:12]/[CH:11]=[CH:10]\[CH2:9][CH2:8][CH2:7][CH2:6][CH2:5][CH2:4][CH2:3][CH2:2][CH3:19]. Procedure: The total amount of 15-hydroxy-6-hexadecenoic acid, 14-hydroxy-6-hexadecenoic acid and 13-hydroxy-6-hexadecenoic acid obtained by the reaction was 460 mg, and the ratio was such that 15-hydroxy-6-hexadecenoic acid: 51.3%, 14-hydroxy-6-hexadecenoic acid: 35.5%, and 13-hydroxy-6-hexadecenoic acid: 13.2%, respectively. Reactants: CCc1ccc(I)cc1, C#CCO, ClC(Cl)Cl, CCN(C(C)C)C(C)C, [Cu]I, C1CCOC1, O=C(C=Cc1ccccc1)C=Cc1ccccc1, O=C(C=Cc1ccccc1)C=Cc1ccccc1, O=C(C=Cc1ccccc1)C=Cc1ccccc1, O, [Pd], [Pd], c1ccc(P(c2ccccc2)c2ccccc2)cc1. The product is CCc1ccc(C#CCO)cc1. Reaction SMILES: [CH2:1]([CH3:2])[c:3]1[cH:4][cH:5][c:6]([I:9])[cH:7][cH:8]1.[CH2:29]([C:30]#[CH:31])[OH:32].[CH:100]([Cl:101])([Cl:102])[Cl:103].[CH:33]([N:34]([CH:35]([CH3:36])[CH3:37])[CH2:38][CH3:39])([CH3:40])[CH3:41].[Cu:42][I:43].[O:105]1[CH2:106][CH2:107][CH2:108][CH2:109]1.[O:46]=[C:47]([CH:48]=[CH:49][c:50]1[cH:51][cH:52][cH:53][cH:54][cH:55]1)[CH:56]=[CH:57][c:58]1[cH:59][cH:60][cH:61][cH:62][cH:63]1.[O:64]=[C:65]([CH:66]=[CH:67][c:68]1[cH:69][cH:70][cH:71][cH:72][cH:73]1)[CH:74]=[CH:75][c:76]1[cH:77][cH:78][cH:79][cH:80][cH:81]1.[O:82]=[C:83]([CH:84]=[CH:85][c:86]1[cH:87][cH:88][cH:89][cH:90][cH:91]1)[CH:92]=[CH:93][c:94]1[cH:95][cH:96][cH:97][cH:98][cH:99]1.[OH2:104].[Pd:44].[Pd:45].[c:10]1([P:11]([c:12]2[cH:13][cH:14][cH:15][cH:16][cH:17]2)[c:18]2[cH:19][cH:20][cH:21][cH:22][cH:23]2)[cH:24][cH:25][cH:26][cH:27][cH:28]1>>[CH2:1]([CH3:2])[c:3]1[cH:4][cH:5][c:6]([C:31]#[C:30][CH2:29][OH:32])[cH:7][cH:8]1. Reactants: C(C)OC=C(C(=O)OCC)C(=O)OCC (diethyl (ethoxymethylene)malonate), NN (hydrazine), [OH-].[Na+] (NaOH). The solvent is CCO (EtOH). Reaction conditions: temperature 0 celsius, time 10 minute. Product: OC1=NNC=C1C(=O)OCC (Ethyl 3-hydroxy-1H-pyrazole-4-carboxylate). Reaction SMILES: C([O:3][CH:4]=[C:5]([C:11]([O:13][CH2:14][CH3:15])=[O:12])[C:6](OCC)=O)C.[NH2:16][NH2:17].[OH-].[Na+]>CCO>[OH:3][C:4]1[C:5]([C:11]([O:13][CH2:14][CH3:15])=[O:12])=[CH:6][NH:17][N:16]=1 |f:2.3|. Reported procedure: A solution of diethyl (ethoxymethylene)malonate (20 g, 92.5 mmol) in 200 mL of EtOH is treated with hydrazine (2.9 mL, 92.5 mmol) by dropwise addition. After 10 min, 100 mL of 1 N NaOH is added (slightly exothermic), and the reaction mixture is stirred for a further 30 min. The EtOH is removed in vacuo, and the aqueous solution is diluted with a little more water and extracted with EtOAc. The aqueous phase is cooled to 0° C. and acidified to pH=5 with conc. HCl. The resulting precipitate is coll... Reactants: CCN(C(C)C)C(C)C, Fc1ccccc1N1CCNCC1, Cc1cc(CCC=O)n(-c2ccccc2)n1. Product: Cc1cc(CCCN2CCN(c3ccccc3F)CC2)n(-c2ccccc2)n1. As a reaction SMILES: [CH:30]([N:31]([CH2:32][CH3:33])[CH:34]([CH3:35])[CH3:36])([CH3:37])[CH3:38].[F:17][c:18]1[c:19]([N:24]2[CH2:25][CH2:26][NH:27][CH2:28][CH2:29]2)[cH:20][cH:21][cH:22][cH:23]1.[c:1]1(-[n:7]2[n:8][c:9]([CH3:16])[cH:10][c:11]2[CH2:12][CH2:13][CH:14]=[O:15])[cH:2][cH:3][cH:4][cH:5][cH:6]1>>[c:1]1(-[n:7]2[n:8][c:9]([CH3:16])[cH:10][c:11]2[CH2:12][CH2:13][CH2:14][N:27]2[CH2:26][CH2:25][N:24]([c:19]3[c:18]([F:17])[cH:23][cH:22][cH:21][cH:20]3)[CH2:29][CH2:28]2)[cH:2][cH:3][cH:4][cH:5][cH:6]1. Reactants: CC(=O)[O-], CSCCCCCn1c(C)nc2c(Oc3ccccc3)nc(C)c(C)c21, [NH4+], [Na+], [OH-], O. Product: CSCCCCCn1c(C)nc2c(N)nc(C)c(C)c21. Reaction SMILES: [CH3:2][C:3](=[O:4])[O-:5].[CH3:6][c:7]1[n:8]([CH2:25][CH2:26][CH2:27][CH2:28][CH2:29][S:30][CH3:31])[c:9]2[c:10]([c:11]([O:17][c:18]3[cH:19][cH:20][cH:21][cH:22][cH:23]3)[n:12][c:13]([CH3:16])[c:14]2[CH3:15])[n:24]1.[NH4+:1].[Na+:33].[OH-:32].[OH2:34]>>[NH2:1][c:11]1[c:10]2[c:9]([n:8]([CH2:25][CH2:26][CH2:27][CH2:28][CH2:29][S:30][CH3:31])[c:7]([CH3:6])[n:24]2)[c:14]([CH3:15])[c:13]([CH3:16])[n:12]1. The reactants are CC#N, Clc1nc2ncccc2s1, Cl, [K+], [K+], O=C([O-])[O-], OCc1ccc(O)cc1. Yields the product OCc1ccc(Oc2nc3ncccc3s2)cc1. RXN SMILES: [CH3:27][C:28]#[N:29].[Cl:2][c:3]1[s:4][c:5]2[c:6]([n:7][cH:8][cH:9][cH:10]2)[n:11]1.[ClH:1].[K+:12].[K+:13].[O-:14][C:15]([O-:16])=[O:17].[OH:18][CH2:19][c:20]1[cH:21][cH:22][c:23]([OH:26])[cH:24][cH:25]1>>[c:3]1([O:26][c:23]2[cH:22][cH:21][c:20]([CH2:19][OH:18])[cH:25][cH:24]2)[s:4][c:5]2[c:6]([n:7][cH:8][cH:9][cH:10]2)[n:11]1. Reactants: C(CC)(=O)Cl (propionyl chloride), [Na+].[Cl-] (NaCl), O1CCC2=C1C=CC=C2[C@H]2[C@@H](C2)CN ((-)-(trans)-2-(2,3-dihydrobenzofuran-4-yl)-cyclopropanemethanamine), solid. Product: O1CCC2=C1C=CC=C2[C@H]2[C@@H](C2)CNC(CC)=O ((-)-(trans)-N-[[2-(2,3-Dihydrobenzofuran-4-yl)cycloprop-1-yl] methyl]propanamide). RXN SMILES: [C:1](Cl)(=[O:4])[CH2:2][CH3:3].[O:6]1[C:10]2[CH:11]=[CH:12][CH:13]=[C:14]([C@@H:15]3[CH2:17][C@H:16]3[CH2:18][NH2:19])[C:9]=2[CH2:8][CH2:7]1.[Na+].[Cl-]>>[O:6]1[C:10]2[CH:11]=[CH:12][CH:13]=[C:14]([C@@H:15]3[CH2:17][C@H:16]3[CH2:18][NH:19][C:1](=[O:4])[CH2:2][CH3:3])[C:9]=2[CH2:8][CH2:7]1 |f:2.3|. Procedure details: This compound was prepared similar to the above procedure using propionyl chloride and (-)-(trans)-2-(2,3-dihydrobenzofuran-4-yl)-cyclopropanemethanamine to give an oil that solidified upon standing to an off-white solid (61%, mp: 71°-72° C.). IR (NaCl Film): 3298, 1645, 1548, 1459, 1235 cm-1. [α]D25 : -17.3°; Anal. Calc'd for C15H19NO2 : C, 73.44; H, 7.87; N, 5.71; Found: C, 73.28; H, 7.68; N, 5.58. Yields the product NC1=CC2=C(CNC(NC2)=O)C=C1 (7-amino-1,2,4,5-tetrahydro-(2,4)-benzodiazepin-3-one). The solvent is CO (methanol). RXN SMILES: [N+:1]([C:4]1[CH:15]=[CH:14][C:7]2[CH2:8][NH:9][C:10](=[O:13])[NH:11][CH2:12][C:6]=2[CH:5]=1)([O-])=O.[H][H]>CO.[Pd]>[NH2:1][C:4]1[CH:15]=[CH:14][C:7]2[CH2:8][NH:9][C:10](=[O:13])[NH:11][CH2:12][C:6]=2[CH:5]=1. Procedure: Compound 7-nitro-1,2,4,5-tetrahydro-benzo(e)(1,3)diazepin-3-one (2.00 g, 9.65 mmol) was dissolved in methanol (60 mL) and the solution was carefully added to a Parr shaker vessel containing 10% Palladium/Carbon (200 mg) under nitrogen. The reaction was then shaken under 50 psi of hydrogen until uptake of hydrogen had ceased (˜3 hours). Catalyst was then removed via filtration through a Celite pad. The filter cake was rinsed with methanol (3×50 mL) and the filtrate was reduced en vacuo to afford ... Reagents/catalysts: [Pd] (Palladium/Carbon). Isolated yield 70.2%. The reactants are [H][H] (hydrogen), [H][H] (hydrogen), [N+](=O)([O-])C1=CC2=C(CNC(NC2)=O)C=C1 (7-nitro-1,2,4,5-tetrahydro-benzo(e)(1,3)diazepin-3-one). The reactants are [Br-], CN(C)CCOc1ccc2c(c1)OC(C)(C)CC2=O, Fc1ccc([Mg+])c2ccccc12, C1CCOC1. Product: CN(C)CCOc1ccc2c(c1)OC(C)(C)C=C2c1ccc(F)c2ccccc12. RXN SMILES: [Br-:1].[CH3:14][C:15]1([CH3:32])[O:16][c:17]2[cH:18][c:19]([O:26][CH2:27][CH2:28][N:29]([CH3:30])[CH3:31])[cH:20][cH:21][c:22]2[C:23](=[O:25])[CH2:24]1.[F:2][c:3]1[cH:4][cH:5][c:6]([Mg+:13])[c:7]2[cH:8][cH:9][cH:10][cH:11][c:12]12.[O:33]1[CH2:34][CH2:35][CH2:36][CH2:37]1>>[F:2][c:3]1[cH:4][cH:5][c:6]([C:23]2=[CH:24][C:15]([CH3:14])([CH3:32])[O:16][c:17]3[cH:18][c:19]([O:26][CH2:27][CH2:28][N:29]([CH3:30])[CH3:31])[cH:20][cH:21][c:22]32)[c:7]2[cH:8][cH:9][cH:10][cH:11][c:12]12.